From a dataset of the Open Reaction Database (ORD), a public repository of structured organic reaction records. describe an organic reaction: reactants, conditions, products, and yield The reactants are NC1=CC=C(C#N)C=C1 (4-aminobenzonitrile), [H-].[Na+] (NaH), C(C1=CC=CC=C1)N1C=CC2=C1N=C(N=C2OC2=C(C=C(C=C2C)C)C)F (7-benzyl-2-fluoro-4-(2,4,6-trimethyl-phenoxy)-7H-pyrrolo[2,3-d]pyrimidine), ice water. Run in CN1C(C=CC=C1)=O (1-methyl-2-pyridone), CN1C(C=CC=C1)=O (1-methyl-2-pyridone). Reaction conditions: time 15 minute. Yields the product C(C1=CC=CC=C1)N1C=CC2=C1N=C(N=C2OC2=C(C=C(C=C2C)C)C)NC2=CC=C(C#N)C=C2 (4-[7-benzyl-4-(2,4,6-trimethyl-phenoxy)-7H-pyrrolo[2,3-d]pyrimidin-2-ylamino]-benzonitrile). The yield is 81.9%. Reaction SMILES: [NH2:1][C:2]1[CH:9]=[CH:8][C:5]([C:6]#[N:7])=[CH:4][CH:3]=1.[H-].[Na+].[CH2:12]([N:19]1[C:23]2[N:24]=[C:25](F)[N:26]=[C:27]([O:28][C:29]3[C:34]([CH3:35])=[CH:33][C:32]([CH3:36])=[CH:31][C:30]=3[CH3:37])[C:22]=2[CH:21]=[CH:20]1)[C:13]1[CH:18]=[CH:17][CH:16]=[CH:15][CH:14]=1>CN1C=CC=CC1=O>[CH2:12]([N:19]1[C:23]2[N:24]=[C:25]([NH:1][C:2]3[CH:9]=[CH:8][C:5]([C:6]#[N:7])=[CH:4][CH:3]=3)[N:26]=[C:27]([O:28][C:29]3[C:30]([CH3:37])=[CH:31][C:32]([CH3:36])=[CH:33][C:34]=3[CH3:35])[C:22]=2[CH:21]=[CH:20]1)[C:13]1[CH:18]=[CH:17][CH:16]=[CH:15][CH:14]=1 |f:1.2|. Procedure: To a solution of 4-aminobenzonitrile (101 mg, 0.86 mmol) in 1-methyl-2-pyridone (1 mL) was added NaH (34 mg, 0.86 mmol). The reaction mixture was stirred at room temperature for 15 min and a solution of 7-benzyl-2-fluoro-4-(2,4,6-trimethyl-phenoxy)-7H-pyrrolo[2,3-d]pyrimidine (62 mg, 0.17 mmol) in 1-methyl-2-pyridone (1 mL) was added to the mixture. The mixture was stirred at room temperature for 1 h, poured into ice water, and extracted with EtOAc (2×20 mL). The combined organic solution was wa...